This data is from the Open Reaction Database (ORD), a public repository of structured organic reaction records. The task is: describe an organic reaction: reactants, conditions, products, and yield Reaction conditions: time 20 minute. Procedure: A solution of phenyl 7-(dimethoxymethyl)-3,4-dihydro-1,8-naphthyridine-1(2H)-carboxylate (intermediate 3, 11.4 mg, 0.035 mmol) and 5-chloro-4-((tetrahydrofuran-3-yl)oxy)pyrimidin-2-amine (intermediate 30, 7.5 mg, 0.035 mmol) in THF (1.5 ml) at room temperature under argon was treated drop wise with LHMDS (1 M in THF, 0.10 ml, 0.10 mmol). The reaction mixture was stirred for 20 min, quenched by addition of sat. aq. NH4Cl and extracted with EtOAc. The organic layer was washed with brine, dried ove... Run in C1CCOC1 (THF). Yields the product ClC=1C(=NC(=NC1)NC(=O)N1CCCC2=CC=C(N=C12)C(OC)OC)OC1COCC1 ((racemic) N-(5-chloro-4-((tetrahydrofuran-3-yl)oxy)pyrimidin-2-yl)-7-(dimethoxymethyl)-3,4-dihydro-1,8-naphthyridine-1(2H)-carboxamide). Reactants: COC(C1=CC=C2CCCN(C2=N1)C(=O)OC1=CC=CC=C1)OC (phenyl 7-(dimethoxymethyl)-3,4-dihydro-1,8-naphthyridine-1(2H)-carboxylate), COC(C1=CC=C2CCCN(C2=N1)C(=O)OC1=CC=CC=C1)OC (phenyl 7-(dimethoxymethyl)-3,4-dihydro-1,8-naphthyridine-1(2H)-carboxylate), ClC=1C(=NC(=NC1)N)OC1COCC1 (5-chloro-4-((tetrahydrofuran-3-yl)oxy)pyrimidin-2-amine), ClC=1C(=NC(=NC1)N)OC1COCC1 (5-chloro-4-((tetrahydrofuran-3-yl)oxy)pyrimidin-2-amine), [Li+].C[Si](C)(C)[N-][Si](C)(C)C (LHMDS). As a reaction SMILES: [CH3:1][O:2][CH:3]([O:23][CH3:24])[C:4]1[N:13]=[C:12]2[C:7]([CH2:8][CH2:9][CH2:10][N:11]2[C:14]([O:16]C2C=CC=CC=2)=O)=[CH:6][CH:5]=1.[Cl:25][C:26]1[C:27]([O:33][CH:34]2[CH2:38][CH2:37][O:36][CH2:35]2)=[N:28][C:29]([NH2:32])=[N:30][CH:31]=1.[Li+].C[Si]([N-][Si](C)(C)C)(C)C>C1COCC1>[Cl:25][C:26]1[C:27]([O:33][CH:34]2[CH2:38][CH2:37][O:36][CH2:35]2)=[N:28][C:29]([NH:32][C:14]([N:11]2[C:12]3[C:7](=[CH:6][CH:5]=[C:4]([CH:3]([O:2][CH3:1])[O:23][CH3:24])[N:13]=3)[CH2:8][CH2:9][CH2:10]2)=[O:16])=[N:30][CH:31]=1 |f:2.3|. Starting materials: CC(C)C1=C(C(=CC=C1)C(C)C)N=C=O (2,6-bis(1-methylethyl)phenyl isocyanate), C1(=CC=CC=C1)C(CN)C1=CC=CC=C1 (2,2-diphenylethylamine). Yields the product CC(C)C1=C(C(=CC=C1)C(C)C)NC(=O)NCC(C1=CC=CC=C1)C1=CC=CC=C1 (N-[2,6-bis(1-methylethyl)phenyl]-N'-(2,2-diphenylethyl)urea). As a reaction SMILES: [CH3:1][CH:2]([C:4]1[CH:9]=[CH:8][CH:7]=[C:6]([CH:10]([CH3:12])[CH3:11])[C:5]=1[N:13]=[C:14]=[O:15])[CH3:3].[C:16]1([CH:22]([C:25]2[CH:30]=[CH:29][CH:28]=[CH:27][CH:26]=2)[CH2:23][NH2:24])[CH:21]=[CH:20][CH:19]=[CH:18][CH:17]=1>>[CH3:3][CH:2]([C:4]1[CH:9]=[CH:8][CH:7]=[C:6]([CH:10]([CH3:11])[CH3:12])[C:5]=1[NH:13][C:14]([NH:24][CH2:23][CH:22]([C:16]1[CH:21]=[CH:20][CH:19]=[CH:18][CH:17]=1)[C:25]1[CH:30]=[CH:29][CH:28]=[CH:27][CH:26]=1)=[O:15])[CH3:1]. Reported procedure: The title compound, mp 175°-176° C., was prepared from 2,6-bis(1-methylethyl)phenyl isocyanate and 2,2-diphenylethylamine according to the method of Example 1. Starting materials: [BH4-], C1CCOC1, CO, [Na+], Cl[Ni]Cl, O, O, O, O, O, O, O=[N+]([O-])c1ccc(Sc2ccccc2)cc1. Product: Nc1ccc(Sc2ccccc2)cc1. RXN SMILES: [BH4-:1].[CH2:21]1[O:22][CH2:23][CH2:24][CH2:25]1.[CH3:19][OH:20].[Na+:2].[Ni:32]([Cl:33])[Cl:34].[OH2:26].[OH2:27].[OH2:28].[OH2:29].[OH2:30].[OH2:31].[c:3]1([S:9][c:10]2[cH:11][cH:12][c:13]([N+:16]([O-:17])=[O:18])[cH:14][cH:15]2)[cH:4][cH:5][cH:6][cH:7][cH:8]1>>[c:3]1([S:9][c:10]2[cH:11][cH:12][c:13]([NH2:16])[cH:14][cH:15]2)[cH:4][cH:5][cH:6][cH:7][cH:8]1. Starting materials: CC=1C=C(C=CC1)C1=C(C(=O)O)C=CC=C1 (2-(3-methylphenyl)benzoic acid), C(C(=O)Cl)(=O)Cl (oxalyl chloride), NC1=CC=C(C(=O)N2CCC(\C(\C3=C2C=CC=C3)=C/C(=O)OC)(F)F)C=C1 (methyl (Z)-[1-(4-aminobenzoyl)-4,4-difluoro-2,3,4,5-tetrahydro-1H-1-benzazepin-5-ylidene]acetate). Product: FC\1(CCN(C2=C(/C1=C/C(=O)OC)C=CC=C2)C(C2=CC=C(C=C2)NC(C2=C(C=CC=C2)C2=CC(=CC=C2)C)=O)=O)F (methyl (Z)-[4,4-difluoro-1-[4-[2-(3methylphenyl)benzoylamino]benzoyl]-2,3,4,5-tetrahydro-1H-1-benzazepin-5-ylidene]acetate). Isolated yield 90.9%. RXN SMILES: [CH3:1][C:2]1[CH:3]=[C:4]([C:8]2[CH:16]=[CH:15][CH:14]=[CH:13][C:9]=2[C:10]([OH:12])=O)[CH:5]=[CH:6][CH:7]=1.C(Cl)(=O)C(Cl)=O.[NH2:23][C:24]1[CH:49]=[CH:48][C:27]([C:28]([N:30]2[C:36]3[CH:37]=[CH:38][CH:39]=[CH:40][C:35]=3/[C:34](=[CH:41]/[C:42]([O:44][CH3:45])=[O:43])/[C:33]([F:47])([F:46])[CH2:32][CH2:31]2)=[O:29])=[CH:26][CH:25]=1>>[F:47][C:33]1([F:46])[CH2:32][CH2:31][N:30]([C:28](=[O:29])[C:27]2[CH:26]=[CH:25][C:24]([NH:23][C:10](=[O:12])[C:9]3[CH:13]=[CH:14][CH:15]=[CH:16][C:8]=3[C:4]3[CH:5]=[CH:6][CH:7]=[C:2]([CH3:1])[CH:3]=3)=[CH:49][CH:48]=2)[C:36]2[CH:37]=[CH:38][CH:39]=[CH:40][C:35]=2/[C:34]/1=[CH:41]/[C:42]([O:44][CH3:45])=[O:43]. Procedure details: Using 277 mg of 2-(3-methylphenyl)benzoic acid, 0.127 ml of oxalyl chloride and 180 mg of methyl (Z)-[1-(4-aminobenzoyl)-4,4-difluoro-2,3,4,5-tetrahydro-1H-1-benzazepin-5-ylidene]acetate, a similar procedure as in Reference Example 8 was repeated to obtain 249 mg of methyl (Z)-[4,4-difluoro-1-[4-[2-(3methylphenyl)benzoylamino]benzoyl]-2,3,4,5-tetrahydro-1H-1-benzazepin-5-ylidene]acetate. Starting materials: CC(=O)N1CCC(=O)CC1, C1CCNC1, Cc1ccccc1, O, O, Cc1ccc(S(=O)(=O)O)cc1. Product: CC(=O)N1CC=C(N2CCCC2)CC1. As a reaction SMILES: [C:1]([CH3:2])(=[O:3])[N:4]1[CH2:5][CH2:6][C:7](=[O:10])[CH2:8][CH2:9]1.[CH2:11]1[CH2:12][CH2:13][NH:14][CH2:15]1.[CH3:29][c:30]1[cH:31][cH:32][cH:33][cH:34][cH:35]1.[OH2:16].[OH2:28].[c:17]1([CH3:18])[cH:19][cH:20][c:21]([S:22]([OH:23])(=[O:24])=[O:25])[cH:26][cH:27]1>>[C:1]([CH3:2])(=[O:3])[N:4]1[CH2:5][CH:6]=[C:7]([N:14]2[CH2:13][CH2:12][CH2:11][CH2:15]2)[CH2:8][CH2:9]1. Starting materials: C(C)OC(=O)C1=CN(CC(C2=C1NC=1C=CC=CC21)C)C(C2=CC=C(C=C2)F)=O (3-(4-fluorobenzoyl)-1-methyl-1,2,3,6-tetrahydroazepino[4,5-b]indole-5-carboxylic acid ethyl ester), C1CC(=O)N(C1=O)Br (NBS). Run in C(Cl)Cl (DCM). Reaction conditions: time 1.5 hour. The product is C(C)OC(=O)C1=CN(CC(C2=C1NC=1C=C(C=CC21)Br)C)C(C2=CC=C(C=C2)F)=O (8-Bromo-3-(4-Fluorobenzoyl)-1-Methyl-1,2,3,6-Tetrahydroazepino[4,5-b]Indole-5-Carboxylic Acid Ethyl Ester). The yield is 97.4%. RXN SMILES: [CH2:1]([O:3][C:4]([C:6]1[C:12]2[NH:13][C:14]3[CH:15]=[CH:16][CH:17]=[CH:18][C:19]=3[C:11]=2[CH:10]([CH3:20])[CH2:9][N:8]([C:21](=[O:29])[C:22]2[CH:27]=[CH:26][C:25]([F:28])=[CH:24][CH:23]=2)[CH:7]=1)=[O:5])[CH3:2].C1C(=O)N([Br:37])C(=O)C1>C(Cl)Cl>[CH2:1]([O:3][C:4]([C:6]1[C:12]2[NH:13][C:14]3[CH:15]=[C:16]([Br:37])[CH:17]=[CH:18][C:19]=3[C:11]=2[CH:10]([CH3:20])[CH2:9][N:8]([C:21](=[O:29])[C:22]2[CH:27]=[CH:26][C:25]([F:28])=[CH:24][CH:23]=2)[CH:7]=1)=[O:5])[CH3:2]. Reported procedure: To a stirred solution of 3-(4-fluorobenzoyl)-1-methyl-1,2,3,6-tetrahydroazepino[4,5-b]indole-5-carboxylic acid ethyl ester (compound in Example 32F) (110 mg, 0.28 mmol) in 6 mL of DCM was added NBS (48 mg, 0.27 mmol) at ambient temperature. The reaction mixture was stirred at ambient temperature under N2 for 1.5 hours and samples monitored by LC-MS. The solution was concentrated and purified by flash chromatograph on silica gel, eluting with EtOAc-hexane (0-30%) to yield the title compound (124 ... Product: COc1ccc(COc2cc(Cl)nc3c(Cl)c(OC)ccc23)cc1. Reactants: C1COCCOCCOCCOCCO1, COc1ccc(CO)cc1, CCOC(C)=O, [Cl-], COc1ccc2c(Cl)cc(Cl)nc2c1Cl, [H-], [NH4+], [Na+], CN(C)C=O, O. RXN SMILES: [CH2:13]1[O:14][CH2:15][CH2:16][O:17][CH2:18][CH2:19][O:20][CH2:21][CH2:22][O:23][CH2:24][CH2:25][O:26][CH2:27]1.[CH3:3][O:4][c:5]1[cH:6][cH:7][c:8]([CH2:9][OH:10])[cH:11][cH:12]1.[CH3:50][CH2:51][O:52][C:53](=[O:54])[CH3:55].[Cl-:43].[Cl:28][c:29]1[n:30][c:31]2[c:32]([Cl:42])[c:33]([O:40][CH3:41])[cH:34][cH:35][c:36]2[c:37]([Cl:39])[cH:38]1.[H-:1].[NH4+:44].[Na+:2].[O:45]=[CH:46][N:47]([CH3:48])[CH3:49].[OH2:56]>>[CH3:3][O:4][c:5]1[cH:6][cH:7][c:8]([CH2:9][O:10][c:37]2[c:36]3[c:31]([n:30][c:29]([Cl:28])[cH:38]2)[c:32]([Cl:42])[c:33]([O:40][CH3:41])[cH:34][cH:35]3)[cH:11][cH:12]1. The reactants are C(C#CC)OC1=CC=C(C=C1)C[C@@H](C(=O)OC)NC(=O)[C@H]([C@](C(=O)OC(C)(C)C)(CCOC)O)\C=C\CCCCCCSCCCCCCC (tert-Butyl (E)-(2S,3S)-3-[(S)-2-(4-but-2-ynyloxy-phenyl)-1-methoxycarbonyl-ethylcarbamoyl]-11-heptylsulfanyl-2-hydroxy-2-(2-methoxy-ethyl)-undec-4-enoate), C1=CC(=CC(=C1)Cl)C(=O)OO (mCPBA), S(=S)(=O)([O-])[O-].[Na+].[Na+] (sodium thiosulfate). The solvent is ClCCl (dichloromethane). Reaction conditions: temperature 0 celsius, time 30 minute. Product: C(C#CC)OC1=CC=C(C=C1)C[C@@H](C(=O)OC)NC(=O)[C@H]([C@](C(=O)OC(C)(C)C)(CCOC)O)\C=C\CCCCCCS(=O)(=O)CCCCCCC (tert-butyl (E)-(2S,3S)-3-[(S)-2-(4-but-2-ynyloxy-phenyl)-1-methoxycarbonyl-ethylcarbamoyl]-11-(heptane-1-sulfonyl)-2-hydroxy-2-(2-methoxy-ethyl)-undec-4-enoate). Reaction SMILES: [CH2:1]([O:5][C:6]1[CH:11]=[CH:10][C:9]([CH2:12][C@H:13]([NH:18][C:19]([C@@H:21](/[CH:35]=[CH:36]/[CH2:37][CH2:38][CH2:39][CH2:40][CH2:41][CH2:42]SCCCCCCC)[C@@:22]([OH:34])([CH2:30][CH2:31][O:32][CH3:33])[C:23]([O:25][C:26]([CH3:29])([CH3:28])[CH3:27])=[O:24])=[O:20])[C:14]([O:16][CH3:17])=[O:15])=[CH:8][CH:7]=1)[C:2]#[C:3][CH3:4].[CH:51]1[CH:56]=[C:55](Cl)[CH:54]=[C:53]([C:58](OO)=O)[CH:52]=1.[S:62]([O-:66])([O-])(=[O:64])=S.[Na+].[Na+]>ClCCl>[CH2:1]([O:5][C:6]1[CH:11]=[CH:10][C:9]([CH2:12][C@H:13]([NH:18][C:19]([C@@H:21](/[CH:35]=[CH:36]/[CH2:37][CH2:38][CH2:39][CH2:40][CH2:41][CH2:42][S:62]([CH2:58][CH2:53][CH2:52][CH2:51][CH2:56][CH2:55][CH3:54])(=[O:66])=[O:64])[C@@:22]([OH:34])([CH2:30][CH2:31][O:32][CH3:33])[C:23]([O:25][C:26]([CH3:28])([CH3:29])[CH3:27])=[O:24])=[O:20])[C:14]([O:16][CH3:17])=[O:15])=[CH:8][CH:7]=1)[C:2]#[C:3][CH3:4] |f:2.3.4|. Procedure: tert-Butyl (E)-(2S,3S)-3-[(S)-2-(4-but-2-ynyloxy-phenyl)-1-methoxycarbonyl-ethylcarbamoyl]-11-heptylsulfanyl-2-hydroxy-2-(2-methoxy-ethyl)-undec-4-enoate (No. 6804240; 50.9 mg, 0.0709 mmol) was dissolved in dichloromethane (3.4 mL), and the mixture was cooled to 0° C. mCPBA (72% content, 34.0 mg, 0.142 mmol) was added, and the mixture was stirred at 0° C. for 30 minutes. After completing the reaction, the progress of the reaction was stopped by adding an aqueous solution of 10% sodium thiosulfat...